From a dataset of the Open Reaction Database (ORD), a public repository of structured organic reaction records. describe an organic reaction: reactants, conditions, products, and yield Starting materials: N1C(=CC2=CC=CC=C12)C(=O)O (1H-indole-2-carboxylic acid), Cl.NC(=O)NCC1=CC=C(C=C1)CNC([C@H](N)CCCNC(=N[N+](=O)[O-])N)=O ((R)-N-[[4-(aminocarbonylaminomethyl)phenyl]methyl]-N5 -[amino(nitroimino)methyl]-ornithinamide-hydrochloride), CN(C)C(=[N+](C)C)ON1C2=C(C=CC=C2)N=N1.[B-](F)(F)(F)F (TBTU). The product is NC(=O)NCC1=CC=C(C=C1)CNC([C@H](NC(=O)C=1NC2=CC=CC=C2C1)CCCNC(=N[N+](=O)[O-])N)=O ((R)-N-[[4-(Aminocarbonylaminomethyl)phenyl]methyl]-N5 -[amino(nitroimino)methyl]-N2 -[(1H-indol-2-yl)carbonyl]ornithinamide). The yield is 20.0%. Reaction SMILES: [NH:1]1[C:9]2[C:4](=[CH:5][CH:6]=[CH:7][CH:8]=2)[CH:3]=[C:2]1[C:10]([OH:12])=O.Cl.[NH2:14][C:15]([NH:17][CH2:18][C:19]1[CH:24]=[CH:23][C:22]([CH2:25][NH:26][C:27](=[O:40])[C@@H:28]([CH2:30][CH2:31][CH2:32][NH:33][C:34]([NH2:39])=[N:35][N+:36]([O-:38])=[O:37])[NH2:29])=[CH:21][CH:20]=1)=[O:16].CN(C(ON1N=NC2C=CC=CC1=2)=[N+](C)C)C.[B-](F)(F)(F)F>>[NH2:14][C:15]([NH:17][CH2:18][C:19]1[CH:20]=[CH:21][C:22]([CH2:25][NH:26][C:27](=[O:40])[C@@H:28]([CH2:30][CH2:31][CH2:32][NH:33][C:34]([NH2:39])=[N:35][N+:36]([O-:38])=[O:37])[NH:29][C:10]([C:2]2[NH:1][C:9]3[C:4]([CH:3]=2)=[CH:5][CH:6]=[CH:7][CH:8]=3)=[O:12])=[CH:23][CH:24]=1)=[O:16] |f:1.2,3.4|. Procedure details: Prepared analogously to Example 69a) from 1H-indole-2-carboxylic acid, (R)-N-[[4-(aminocarbonylaminomethyl)phenyl]methyl]-N5 -[amino(nitroimino)methyl]-ornithinamide-hydrochloride and TBTU in a yield of 20% of theory. Starting materials: O=C1CCC(=O)N1Br, CCCCCC(=O)CP(=O)(OC)OC, [H-], [H][H], [Na+], c1ccccc1. Yields the product CCCCCC(=O)C(Br)P(=O)(OC)OC. RXN SMILES: [Br:19][N:20]1[C:21](=[O:22])[CH2:23][CH2:24][C:25]1=[O:26].[CH3:1][O:2][P:3]([O:4][CH3:5])(=[O:6])[CH2:7][C:8]([CH2:9][CH2:10][CH2:11][CH2:12][CH3:13])=[O:14].[H-:15].[H:17][H:18].[Na+:16].[cH:27]1[cH:28][cH:29][cH:30][cH:31][cH:32]1>>[CH3:1][O:2][P:3]([O:4][CH3:5])(=[O:6])[CH:7]([C:8]([CH2:9][CH2:10][CH2:11][CH2:12][CH3:13])=[O:14])[Br:19]. Procedure: The title compound was prepared from 4-(4-oxo-piperidine-1-yl)-benzoic acid (which was obtained in Example 151) and L-glutamic acid diethyl ester hydrochloride according to the procedure of Example 154 as a yellowish gum; 1H NMR (300 MHz, CDCl3) δ 1.22 (t, J=7.1 Hz, 3H), 1.31 (t, J=7.1 Hz, 3H), 2.10-2.50 (m, 4H), 2.57 (t, J=6.1 Hz, 4H), 3.73 (t, J=6.1 Hz, 4H), 4.10-4.30 (m, 4H), 4.70-4.85 (m, 1H), 6.90 (d, J=7.5 Hz, 1H), 7.08 (d, J=8.9 Hz, 2H), 7.78 (d, J=8.9 Hz, 2H); MS (ES) m/z: 405.3 (MH+). The reactants are O=C1CCN(CC1)C1=CC=C(C(=O)O)C=C1 (4-(4-Oxo-piperidine-1-y)-benzoic acid), Cl.C(C)OC([C@@H](N)CCC(=O)OCC)=O (L-glutamic acid diethyl ester hydrochloride). The product is C(C)OC([C@H](CCC(=O)OCC)NC(C1=CC=C(C=C1)N1CCC(CC1)=O)=O)=O ((2S)-2-[4-(4-Oxo-piperidine-1-yl)-benzoylamino]-pentanedioic acid diethyl ester). Reaction SMILES: [O:1]=[C:2]1[CH2:7][CH2:6][N:5]([C:8]2[CH:16]=[CH:15][C:11]([C:12]([OH:14])=O)=[CH:10][CH:9]=2)[CH2:4][CH2:3]1.Cl.[CH2:18]([O:20][C:21](=[O:31])[C@H:22]([CH2:24][CH2:25][C:26]([O:28][CH2:29][CH3:30])=[O:27])[NH2:23])[CH3:19]>>[CH2:18]([O:20][C:21](=[O:31])[C@@H:22]([NH:23][C:12](=[O:14])[C:11]1[CH:10]=[CH:9][C:8]([N:5]2[CH2:4][CH2:3][C:2](=[O:1])[CH2:7][CH2:6]2)=[CH:16][CH:15]=1)[CH2:24][CH2:25][C:26]([O:28][CH2:29][CH3:30])=[O:27])[CH3:19] |f:1.2|. Starting materials: O1C(=CC=C1)C=O (furan-2-aldehyde), C(C)OC(C=C(OCC)N)=O (3-amino-3-ethoxy-acrylic acid ethyl ester). The solvent is alcohol, C(C)(C)O (isopropanol). Yields the product C(C)OC(=O)C1=C(N=C(C(C1C=1OC=CC1)C(=O)OCC)OCC)N (2-amino-4-(2-furyl)-6-ethoxy-4,5-dihydropyridine-3,5-dicarboxylic acid diethyl ester). The yield is 62.0%. RXN SMILES: [O:1]1[CH:5]=[CH:4][CH:3]=[C:2]1[CH:6]=O.[CH2:8]([O:10][C:11](=[O:18])[CH:12]=[C:13]([NH2:17])[O:14][CH2:15][CH3:16])[CH3:9]>C(O)(C)C>[CH2:8]([O:10][C:11]([C:12]1[CH:6]([C:2]2[O:1][CH:5]=[CH:4][CH:3]=2)[CH:12]([C:11]([O:10][CH2:8][CH3:9])=[O:18])[C:13]([O:14][CH2:15][CH3:16])=[N:17][C:13]=1[NH2:17])=[O:18])[CH3:9]. Reported procedure: Upon heating a solution of 4.8 g of furan-2-aldehyde and 15.9 g of 3-amino-3-ethoxy-acrylic acid ethyl ester in 50 ml of alcohol for 8 hours, 2-amino-4-(2-furyl)-6-ethoxy-4,5-dihydropyridine-3,5-dicarboxylic acid diethyl ester of melting point 110° C (isopropanol) is obtained. Yield: 62% of theory. The reactants are C1(=CC=CC=C1)C=1N=C(OC1C1=CC=CC=C1)CCC=1C=C(C=CC1)CCC(=O)OCC (ethyl 3-[2-(4,5-diphenyl-2-oxazolyl)ethyl]benzenepropanoate), [OH-].[Na+] (sodium hydroxide). Run in CO (methanol). The product is C1(=CC=CC=C1)C=1N=C(OC1C1=CC=CC=C1)CCC=1C=C(C=CC1)CCC(=O)O (3-[2-(4,5-diphenyl-2-oxazolyl)ethyl]benzenepropanoic acid). The yield is 92.4%. As a reaction SMILES: [C:1]1([C:7]2[N:8]=[C:9]([CH2:18][CH2:19][C:20]3[CH:21]=[C:22]([CH2:26][CH2:27][C:28]([O:30]CC)=[O:29])[CH:23]=[CH:24][CH:25]=3)[O:10][C:11]=2[C:12]2[CH:17]=[CH:16][CH:15]=[CH:14][CH:13]=2)[CH:6]=[CH:5][CH:4]=[CH:3][CH:2]=1.[OH-].[Na+]>CO>[C:1]1([C:7]2[N:8]=[C:9]([CH2:18][CH2:19][C:20]3[CH:21]=[C:22]([CH2:26][CH2:27][C:28]([OH:30])=[O:29])[CH:23]=[CH:24][CH:25]=3)[O:10][C:11]=2[C:12]2[CH:17]=[CH:16][CH:15]=[CH:14][CH:13]=2)[CH:2]=[CH:3][CH:4]=[CH:5][CH:6]=1 |f:1.2|. Procedure: A mixture of ethyl 3-[2-(4,5-diphenyl-2-oxazolyl)ethyl]benzenepropanoate (1.85 g, 4.3 mmol), 3N sodium hydroxide solution (4.4 mL) and methanol (100 mL) was heated on a steam bath. After 20 minutes the mixture was concentrated, diluted with water and 1N hydrochloric acid solution to pH=1 and extracted with CH2Cl2. The combined extracts were dried over sodium sulfate and the solvent evaporated to leave a white solid. Recrystallization from a mixture of hexanes and CH2Cl2 gave 3-[2-(4,5-diphenyl-2... Starting materials: C(C1=CC=CC=C1)Br (benzyl bromide), C(=O)([O-])[O-].[Cs+].[Cs+] (Cs2CO3), N1([C@H](C(=O)O)CCC1)C(=O)OC(C)(C)C (Boc-Pro-OH). The solvent is CN(C)C=O (DMF), CN(C)C=O (DMF), O (water), C(C)O (ethanol). Conditions: time 40 minute. Product: N1([C@H](C(=O)OCC2=CC=CC=C2)CCC1)C(=O)OC(C)(C)C (Boc-Pro-OBzl). Yield: 88.0%. RXN SMILES: C([O-])([O-])=O.[Cs+].[Cs+].[N:7]1([C:15]([O:17][C:18]([CH3:21])([CH3:20])[CH3:19])=[O:16])[CH2:14][CH2:13][CH2:12][C@H:8]1[C:9]([OH:11])=[O:10].[CH2:22](Br)[C:23]1[CH:28]=[CH:27][CH:26]=[CH:25][CH:24]=1>O.C(O)C.CN(C=O)C>[N:7]1([C:15]([O:17][C:18]([CH3:21])([CH3:20])[CH3:19])=[O:16])[CH2:14][CH2:13][CH2:12][C@H:8]1[C:9]([O:11][CH2:22][C:23]1[CH:28]=[CH:27][CH:26]=[CH:25][CH:24]=1)=[O:10] |f:0.1.2|. Procedure details: The solution of 33 mg (0.10 mmol) of Cs2CO3 in 0.1 ml of distilled water was added to the solution of 43 mg (0.20 mmol) Boc-Pro-OH in 2 ml of anhydrous ethanol. The mixture was stirred at room temperature for 40 min and then evaporated to dryness. The residue was dried over anhydrous CaCl2 to provide a colorless powder which was dissolved in 1 ml of DMF. To the DMF solution 34 mg (0.2 mmol) of benzyl bromide was added slowly. The mixture was stirred at 50° C. for 16 hr and the formed precipitate... Reactants: FC(OC1=CC=C(C=C1)N1N=C(C(C=C1)=O)C(\C=C\N(C)C)=O)F (1-(4-Difluoromethoxy-phenyl)-3-((E)-3-dimethylamino-acryloyl)-1H-pyridazin-4-one), N(=O)[O-].[Na+] (sodium nitrite), [Sn](Cl)Cl (tin(II) chloride), FC1(OC2=C(O1)C=CC=C2NN)F (2,2-difluoro-benzo[1,3]dioxol-4-yl-hydrazine), amino. Yields the product FC1(OC2=C(O1)C=CC=C2N2N=CC=C2C2=NN(C=CC2=O)C2=CC=C(C=C2)OC(F)F)F (3-[2-(2,2-Difluoro-benzo[1,3]dioxol-4-yl)-2H-pyrazol-3-yl]-1-(4-difluoromethoxy-phenyl)-1H-pyridazin-4-one). Reaction SMILES: [F:1][CH:2]([F:24])[O:3][C:4]1[CH:9]=[CH:8][C:7]([N:10]2[CH:15]=[CH:14][C:13](=[O:16])[C:12]([C:17](=O)/[CH:18]=[CH:19]/[N:20](C)C)=[N:11]2)=[CH:6][CH:5]=1.[F:25][C:26]1([F:37])[O:30][C:29]2[CH:31]=[CH:32][CH:33]=[C:34]([NH:35]N)[C:28]=2[O:27]1.N([O-])=O.[Na+].[Sn](Cl)Cl>>[F:37][C:26]1([F:25])[O:30][C:29]2[CH:31]=[CH:32][CH:33]=[C:34]([N:35]3[C:17]([C:12]4[C:13](=[O:16])[CH:14]=[CH:15][N:10]([C:7]5[CH:8]=[CH:9][C:4]([O:3][CH:2]([F:24])[F:1])=[CH:5][CH:6]=5)[N:11]=4)=[CH:18][CH:19]=[N:20]3)[C:28]=2[O:27]1 |f:2.3|. Procedure details: The product was obtained starting from 1-(4-Difluoromethoxy-phenyl)-3-((E)-3-dimethylamino-acryloyl)-1H-pyridazin-4-one (A-9) and 2,2-difluoro-benzo[1,3]dioxol-4-yl-hydrazine (prepared from the corresponding amino derivative using sodium nitrite and tin(II) chloride as described in J. Med. Chem. 2003, 46, 4676-4686) according to the method described for example 91. MS: M=461.3 (M+H)+